This data is from the Open Reaction Database (ORD), a public repository of structured organic reaction records. The task is: describe an organic reaction: reactants, conditions, products, and yield The reactants are C1(=CC=CC=C1)CC(=O)NC1[C@@H]2N(C(C(CS2)CO)C(=O)O)C1=O (7-(2-Phenylacetamido)-3-hydroxymethylcepham-4-carboxylic acid), C(C)(=O)OC(C)=O (acetic anhydride), Example 4 ( 2 ). The solvent is CS(=O)C (dimethylsulfoxide). The product is C1(=CC=CC=C1)CC(=O)NC1[C@@H]2N(C(C(CS2)=COC(C)=O)C(=O)O)C1=O (7-(2-phenylacetamido)-3-acetoxymethylenecepham-4-carboxylic acid). RXN SMILES: [C:1]1([CH2:7][C:8]([NH:10][CH:11]2[C:23](=[O:24])[N:13]3[CH:14]([C:20]([OH:22])=[O:21])[CH:15]([CH2:18][OH:19])[CH2:16][S:17][C@H:12]23)=[O:9])[CH:6]=[CH:5][CH:4]=[CH:3][CH:2]=1.[C:25](OC(=O)C)(=[O:27])[CH3:26]>CS(C)=O>[C:1]1([CH2:7][C:8]([NH:10][CH:11]2[C:23](=[O:24])[N:13]3[CH:14]([C:20]([OH:22])=[O:21])[C:15](=[CH:18][O:19][C:25](=[O:27])[CH3:26])[CH2:16][S:17][C@H:12]23)=[O:9])[CH:2]=[CH:3][CH:4]=[CH:5][CH:6]=1. Procedure details: 7-(2-Phenylacetamido)-3-hydroxymethylcepham-4-carboxylic acid (4 g.), dimethylsulfoxide (20 ml) and acetic anhydride (20 ml.) were treated in a similar manner to that of Example 4 (2) to give 7-(2-phenylacetamido)-3-acetoxymethylenecepham-4-carboxylic acid (2 g.). The reactants are COC(C1=CC=C(C=C1)C(=O)N1CCN(CC1)C1=NC=CC=C1NC(C)C)=O (4-[1-[3-(Isopropylamino)-2-pyridyl]piperazin-4-yl-carbonyl]benzoic acid methyl ester), N[C@H](CO)C ((S)-(+)-2-amino-1-propanol), O (water). Solvent: CO (methanol). Run at temperature 20 celsius, time 1 hour. Yields the product OC[C@H](C)NC(=O)C1=CC=C(C=C1)C(=O)N1CCN(CC1)C1=NC=CC=C1NC(C)C (1-[N-[(1S)-2-Hydroxy-1-methylethyl]carbamoyl]-4-[1-[3-(isopropylamino)-2-pyridyl]piperazin-4-yl-carbonyl]benzene). The yield is 82.9%. RXN SMILES: CO[C:3](=[O:28])[C:4]1[CH:9]=[CH:8][C:7]([C:10]([N:12]2[CH2:17][CH2:16][N:15]([C:18]3[C:23]([NH:24][CH:25]([CH3:27])[CH3:26])=[CH:22][CH:21]=[CH:20][N:19]=3)[CH2:14][CH2:13]2)=[O:11])=[CH:6][CH:5]=1.[NH2:29][C@@H:30]([CH3:33])[CH2:31][OH:32].O>CO>[OH:32][CH2:31][C@@H:30]([NH:29][C:3]([C:4]1[CH:5]=[CH:6][C:7]([C:10]([N:12]2[CH2:13][CH2:14][N:15]([C:18]3[C:23]([NH:24][CH:25]([CH3:27])[CH3:26])=[CH:22][CH:21]=[CH:20][N:19]=3)[CH2:16][CH2:17]2)=[O:11])=[CH:8][CH:9]=1)=[O:28])[CH3:33]. Procedure: 4-[1-[3-(Isopropylamino)-2-pyridyl]piperazin-4-yl-carbonyl]benzoic acid methyl ester (1.8 g) and (S)-(+)-2-amino-1-propanol (0.71 g) were dissolved in methanol (30 ml) and heated to reflux for 12 hours. The reaction mixture was cooled and with the slow addition of excess of water at 40° C. to precipitate the crystals, the mixture was cooled again and stirred at 20° C. for 1 hour. Following with filtration and washing with water, the filtered solid was recrystallized using isopropanol and ether, ... Starting materials: O=C([O-])[O-], CNCC(C)c1cccc(Oc2ccccc2)c1, CC(C)=CCCl, [K+], [K+], c1ccccc1. Yields the product CC(C)=CCN(C)CC(C)c1cccc(Oc2ccccc2)c1, Cl. As a reaction SMILES: [C:19](=[O:20])([O-:21])[O-:22].[CH3:1][NH:2][CH2:3][CH:4]([CH3:5])[c:6]1[cH:7][c:8]([O:12][c:13]2[cH:14][cH:15][cH:16][cH:17][cH:18]2)[cH:9][cH:10][cH:11]1.[Cl:25][CH2:26][CH:27]=[C:28]([CH3:29])[CH3:30].[K+:23].[K+:24].[cH:31]1[cH:32][cH:33][cH:34][cH:35][cH:36]1>>[CH3:1][N:2]([CH2:3][CH:4]([CH3:5])[c:6]1[cH:7][c:8]([O:12][c:13]2[cH:14][cH:15][cH:16][cH:17][cH:18]2)[cH:9][cH:10][cH:11]1)[CH2:26][CH:27]=[C:28]([CH3:29])[CH3:30].[ClH:25]. Reactants: COC(C(CC=1C=NC(=CC1)OCC1=CC=CC=C1)N)=O (2-amino-3-(6-benzyloxy-pyridin-3-yl)-propionic acid methyl ester), C(=O)(C=1NC=CN1)C=1NC=CN1 (carbonyl diimidazole), N1CCC(CC1)N1C(NC2=CC=CC=C2C1)=O (3-piperidin-4-yl-3,4-dihydro-1H-quinazolin-2-one). Solvent: C(Cl)Cl (methylene chloride), C(Cl)Cl (methylene chloride). Conditions: time 15 minute. The product is COC(C(CC=1C=NC(=CC1)OCC1=CC=CC=C1)NC(=O)N1CCC(CC1)N1C(NC2=CC=CC=C2C1)=O)=O ((±)-3-(6-Benzyloxy-pyridin-3-yl)-2-{[4-(2-oxo-1,4-dihydro-2H-quinazolin-3-yl)-piperidine-1-carbonyl]-amino}-propionic acid methyl ester). RXN SMILES: [CH3:1][O:2][C:3](=[O:21])[CH:4]([NH2:20])[CH2:5][C:6]1[CH:7]=[N:8][C:9]([O:12][CH2:13][C:14]2[CH:19]=[CH:18][CH:17]=[CH:16][CH:15]=2)=[CH:10][CH:11]=1.[C:22](C1NC=CN=1)(C1NC=CN=1)=[O:23].[NH:34]1[CH2:39][CH2:38][CH:37]([N:40]2[CH2:49][C:48]3[C:43](=[CH:44][CH:45]=[CH:46][CH:47]=3)[NH:42][C:41]2=[O:50])[CH2:36][CH2:35]1>C(Cl)Cl>[CH3:1][O:2][C:3](=[O:21])[CH:4]([NH:20][C:22]([N:34]1[CH2:35][CH2:36][CH:37]([N:40]2[CH2:49][C:48]3[C:43](=[CH:44][CH:45]=[CH:46][CH:47]=3)[NH:42][C:41]2=[O:50])[CH2:38][CH2:39]1)=[O:23])[CH2:5][C:6]1[CH:7]=[N:8][C:9]([O:12][CH2:13][C:14]2[CH:19]=[CH:18][CH:17]=[CH:16][CH:15]=2)=[CH:10][CH:11]=1. Reported procedure: To a stirred solution of 2-amino-3-(6-benzyloxy-pyridin-3-yl)-propionic acid methyl ester (60 mg, 0.21 mmol) in methylene chloride (1 mL, 0° C.) was added carbonyl diimidazole (34 mg, 1.0 equiv.). After 15 min, a solution of 3-piperidin-4-yl-3,4-dihydro-1H-quinazolin-2-one (58 mg, 1.2 equiv.) in methylene chloride (0.5 mL) was added via canula. The ice bath was removed and stirring continued overnight. The reaction was concentrated and purified by column chromatography to give 59 mg (52%). Mass ... Reactants: CCOC(=O)C(Cc1ccc(CCO)cc1)OCC, C1CCOC1, CS(=O)(=O)Oc1ccc(O)cc1. Product: CCOC(=O)C(Cc1ccc(CCOc2ccc(OS(C)(=O)=O)cc2)cc1)OCC. Reaction SMILES: [CH2:1]([CH3:2])[O:3][C:4]([CH:5]([CH2:6][c:7]1[cH:8][cH:9][c:10]([CH2:13][CH2:14][OH:15])[cH:11][cH:12]1)[O:16][CH2:17][CH3:18])=[O:19].[CH2:32]1[O:33][CH2:34][CH2:35][CH2:36]1.[CH3:20][S:21](=[O:22])(=[O:23])[O:24][c:25]1[cH:26][cH:27][c:28]([OH:31])[cH:29][cH:30]1>>[CH2:1]([CH3:2])[O:3][C:4]([CH:5]([CH2:6][c:7]1[cH:8][cH:9][c:10]([CH2:13][CH2:14][O:15][c:28]2[cH:27][cH:26][c:25]([O:24][S:21]([CH3:20])(=[O:22])=[O:23])[cH:30][cH:29]2)[cH:11][cH:12]1)[O:16][CH2:17][CH3:18])=[O:19]. Reactants: [OH-].[Li+] (Lithium hydroxide), O (water), BrC=1C=CC(=C(C(=O)OCC2=C(C=C(C=C2)F)F)C1)OCC1=C(C=C(C=C1)F)F ((2,4-difluorophenyl)methyl 5-bromo-2-{[(2,4-difluorophenyl)methyl]oxy}benzoate). Solvent: O1CCCC1 (tetrahydrofuran). The product is BrC=1C=CC(=C(C(=O)O)C1)OCC1=C(C=C(C=C1)F)F (5-Bromo-2-{[(2,4-difluorophenyl)methyl]oxy}benzoic acid). Reaction SMILES: [OH-].[Li+].O.[Br:4][C:5]1[CH:6]=[CH:7][C:8]([O:23][CH2:24][C:25]2[CH:30]=[CH:29][C:28]([F:31])=[CH:27][C:26]=2[F:32])=[C:9]([CH:22]=1)[C:10]([O:12]CC1C=CC(F)=CC=1F)=[O:11]>O1CCCC1>[Br:4][C:5]1[CH:6]=[CH:7][C:8]([O:23][CH2:24][C:25]2[CH:30]=[CH:29][C:28]([F:31])=[CH:27][C:26]=2[F:32])=[C:9]([CH:22]=1)[C:10]([OH:12])=[O:11] |f:0.1|. Reported procedure: Lithium hydroxide (0.83 g, 34.5 mmol) and water (50 ml) were added to a solution of (2,4-difluorophenyl)methyl 5-bromo-2-{[(2,4-difluorophenyl)methyl]oxy}benzoate (may be prepared by Description 102; 5.39 g, 11.49 mmol) in tetrahydrofuran (200 ml). The mixture was heated to reflux for 2 hrs. The tetrahydrofuran was then removed on a buchi and the aqueous mixture was acidified to pH=1 using 2M aqueous HCl. The solid formed was filtered off, washed with water (2×50 ml) and dried in air under vacuu... Product: CCOC(C)=NCC(F)(F)F. RXN SMILES: [C:2]([CH3:3])([O:4][CH2:5][CH3:6])=[NH:7].[Cl:21][CH2:22][Cl:23].[ClH:1].[ClH:8].[F:9][C:10]([CH2:11][NH2:12])([F:13])[F:14].[K+:15].[K+:16].[O-:17][C:18]([O-:19])=[O:20]>>[C:2]([CH3:3])([O:4][CH2:5][CH3:6])=[N:7][CH2:11][C:10]([F:9])([F:13])[F:14]. Reactants: CCOC(C)=N, ClCCl, Cl, Cl, NCC(F)(F)F, [K+], [K+], O=C([O-])[O-]. The reactants are CC(=O)c1ccc(C)cn1, Cn1c(NN)nc2ccccc21, CC(=O)O, CO. The product is CC(=NNc1nc2ccccc2n1C)c1ccc(C)cn1. RXN SMILES: [C:1]([CH3:2])(=[O:3])[c:4]1[n:5][cH:6][c:7]([CH3:10])[cH:8][cH:9]1.[CH3:11][n:12]1[c:13]([NH:21][NH2:22])[n:14][c:15]2[c:16]1[cH:17][cH:18][cH:19][cH:20]2.[CH3:23][C:24](=[O:25])[OH:26].[CH3:27][OH:28]>>[C:1]([CH3:2])([c:4]1[n:5][cH:6][c:7]([CH3:10])[cH:8][cH:9]1)=[N:22][NH:21][c:13]1[n:12]([CH3:11])[c:16]2[c:15]([n:14]1)[cH:20][cH:19][cH:18][cH:17]2. Reactants: COP(OC)(=O)CC(CCCCC1=NC=2NCCCC2C=C1)=O (2-Oxo-6-(5,6,7,8-tetrahydro-[1,8]-naphthyridin-2-yl)-hexyl-phosphonic acid dimethyl ester), C(=O)C=1C=NC(=NC1)C (5-formyl-2-methylpyrimidine), C(=O)([O-])[O-].[K+].[K+] (K2CO3). Run in CN(C)C=O (DMF). Run at time 15 hour. The product is CC1=NC=C(C=N1)C=CC(CCCCC1=NC=2NCCCC2C=C1)=O (1-(2-Methyl-pyrimidin-5-yl)-7-(5,6,7,8-tetrahydro-[1,8]naphthyridin-2-yl)-hept-1-en-3-one). As a reaction SMILES: COP([CH2:7][C:8](=[O:23])[CH2:9][CH2:10][CH2:11][CH2:12][C:13]1[CH:22]=[CH:21][C:20]2[CH2:19][CH2:18][CH2:17][NH:16][C:15]=2[N:14]=1)(=O)OC.[CH:24]([C:26]1[CH:27]=[N:28][C:29]([CH3:32])=[N:30][CH:31]=1)=O.C([O-])([O-])=O.[K+].[K+]>CN(C=O)C>[CH3:32][C:29]1[N:30]=[CH:31][C:26]([CH:24]=[CH:7][C:8](=[O:23])[CH2:9][CH2:10][CH2:11][CH2:12][C:13]2[CH:22]=[CH:21][C:20]3[CH2:19][CH2:18][CH2:17][NH:16][C:15]=3[N:14]=2)=[CH:27][N:28]=1 |f:2.3.4|. Procedure details: To a solution of 1-6 (5.5 g, 16.2 mmol), 5-formyl-2-methylpyrimidine (1-6a, 1.8 g, 14.7 mmol; for preparation, see J. Heterocyclic Chem., 28, 1281 (1991)) in 40 mL DMF was added K2CO3 (4.07 g, 32 mmol). The mixture was stirred at ambient temperature for 15 hr, and concentrated to a paste. The residue was diluted with water, extracted with ethyl acetate, and dried over magnesium sulfate. Following concentration, the residue was chromatographed on silica gel (70 chloroform/25 ethyl acetate/5 metha... Reaction SMILES: [CH2:42]([Cl:43])[Cl:44].[CH3:39][OH:40].[CH3:3][c:4]1[c:5]([O:6][CH2:7][C:8](=[O:9])[O:10][CH2:11][CH3:12])[cH:13][cH:14][c:15]([S:17][CH:18]([CH3:19])[c:20]2[cH:21][c:22]3[c:23]([n:24][c:25](-[c:27]4[cH:28][cH:29][c:30]([C:33]([F:34])([F:35])[F:36])[cH:31][cH:32]4)[s:26]3)[cH:37][cH:38]2)[cH:16]1.[Na+:2].[OH-:1].[OH2:41]>>[CH3:3][c:4]1[c:5]([O:6][CH2:7][C:8](=[O:9])[OH:10])[cH:13][cH:14][c:15]([S:17][CH:18]([CH3:19])[c:20]2[cH:21][c:22]3[c:23]([n:24][c:25](-[c:27]4[cH:28][cH:29][c:30]([C:33]([F:34])([F:35])[F:36])[cH:31][cH:32]4)[s:26]3)[cH:37][cH:38]2)[cH:16]1. Yields the product Cc1cc(SC(C)c2ccc3nc(-c4ccc(C(F)(F)F)cc4)sc3c2)ccc1OCC(=O)O. Starting materials: ClCCl, CO, CCOC(=O)COc1ccc(SC(C)c2ccc3nc(-c4ccc(C(F)(F)F)cc4)sc3c2)cc1C, [Na+], [OH-], O.